Dataset: the Open Reaction Database (ORD), a public repository of structured organic reaction records. Task: describe an organic reaction: reactants, conditions, products, and yield Starting materials: CC(C)CC=C(Br)Br, C1CCOC1, [Li]CCCC, CCOC(=O)Cl. Product: CCOC(=O)C#CCC(C)C. Reaction SMILES: [Br:1][C:2](=[CH:3][CH2:4][CH:5]([CH3:6])[CH3:7])[Br:8].[CH2:20]1[O:21][CH2:22][CH2:23][CH2:24]1.[CH2:9]([Li:10])[CH2:11][CH2:12][CH3:13].[Cl:14][C:15](=[O:16])[O:17][CH2:18][CH3:19]>>[C:2](#[C:3][CH2:4][CH:5]([CH3:6])[CH3:7])[C:15](=[O:16])[O:17][CH2:18][CH3:19]. The reactants are ClC1=CC=C2C(=CNC2=C1)C(=O)N1CCC2(CC1)OC(C1=C2C=CC(=C1)F)=O (1′-[(6-chloro-1H-indol-3-yl)carbonyl]-5-fluoro-3H-spiro[2-benzofuran-1,4′-piperidin]-3-one), BrCCC1CCOCC1 (4-(2-bromo-ethyl)-tetrahydro-pyran). Yields the product Cl.ClC1=CC=C2C(=CN(C2=C1)CCC1CCOCC1)C(=O)N1CCC2(CC1)OC(C1=C2C=CC(=C1)F)=O (1′-({6-Chloro-1-[2-(tetrahydro-2H-pyran-4-yl)ethyl]-1H-indol-3-yl}carbonyl)-5-fluoro-3H-spiro[2-benzofuran-1,4′-piperidin]-3-one hydrochloride). Reaction SMILES: [Cl:1][C:2]1[CH:10]=[C:9]2[C:5]([C:6]([C:11]([N:13]3[CH2:18][CH2:17][C:16]4([C:22]5[CH:23]=[CH:24][C:25]([F:27])=[CH:26][C:21]=5[C:20](=[O:28])[O:19]4)[CH2:15][CH2:14]3)=[O:12])=[CH:7][NH:8]2)=[CH:4][CH:3]=1.Br[CH2:30][CH2:31][CH:32]1[CH2:37][CH2:36][O:35][CH2:34][CH2:33]1>>[ClH:1].[Cl:1][C:2]1[CH:10]=[C:9]2[C:5]([C:6]([C:11]([N:13]3[CH2:18][CH2:17][C:16]4([C:22]5[CH:23]=[CH:24][C:25]([F:27])=[CH:26][C:21]=5[C:20](=[O:28])[O:19]4)[CH2:15][CH2:14]3)=[O:12])=[CH:7][N:8]2[CH2:30][CH2:31][CH:32]2[CH2:37][CH2:36][O:35][CH2:34][CH2:33]2)=[CH:4][CH:3]=1 |f:2.3|. Procedure: Following the general procedure III as described above, the alkylation of 1′-[(6-chloro-1H-indol-3-yl)carbonyl]-5-fluoro-3H-spiro[2-benzofuran-1,4′-piperidin]-3-one (prepared according to example 19) with 4-(2-bromo-ethyl)-tetrahydro-pyran (described in US 2004220214) gave the title compound. ES-MS m/e (%): 511.2 (M+H+). The reactants are C(C)(=O)OCC (ethyl acetate), N1C(=NC2=C1C=CC=C2)NC2CCN(CC2)C(=O)OCC ((1H-benzimidazol-2-yl)-(1-ethoxycarbonyl-piperidin-4-yl)amine), [H-].[Na+] (sodium hydride), ClCC=1OC=CC1 (2-(chloromethyl)furan). Solvent: O1CCCC1 (tetrahydrofuran), CN(C=O)C (dimethylformamide). Conditions: time 90 minute. Yields the product O1C(=CC=C1)CN1C(=NC2=C1C=CC=C2)NC2CCN(CC2)C(=O)OCC ((1-(fur-2-ylmethyl)-1H-benzimidazol-2-yl)(1-(ethoxycarbonyl)piperidin-4-yl)amine). As a reaction SMILES: [NH:1]1[C:5]2[CH:6]=[CH:7][CH:8]=[CH:9][C:4]=2[N:3]=[C:2]1[NH:10][CH:11]1[CH2:16][CH2:15][N:14]([C:17]([O:19][CH2:20][CH3:21])=[O:18])[CH2:13][CH2:12]1.[H-].[Na+].Cl[CH2:25][C:26]1[O:27][CH:28]=[CH:29][CH:30]=1.C(OCC)(=O)C>O1CCCC1.CN(C)C=O>[O:27]1[CH:28]=[CH:29][CH:30]=[C:26]1[CH2:25][N:1]1[C:5]2[CH:6]=[CH:7][CH:8]=[CH:9][C:4]=2[N:3]=[C:2]1[NH:10][CH:11]1[CH2:16][CH2:15][N:14]([C:17]([O:19][CH2:20][CH3:21])=[O:18])[CH2:13][CH2:12]1 |f:1.2|. Procedure: Combine (1H-benzimidazol-2-yl)-(1-ethoxycarbonyl-piperidin-4-yl)amine (1.5 g, 5.2 mmol) in tetrahydrofuran (45 mL) and dimethylformamide (5 mL). Cool in an ice-bath. Add sodium hydride (0.25 g, 60% n in oil, 6.24 mmol). After 90 minutes, add 2-(chloromethyl)furan (0.90 g, 7.8 mmol). Warm to ambient temperature. After 60 hours, quench by the addition of ice and then a saturated aqueous ammonium chloride solution. Evaporate to remove most of the tetrahydrofuran, dilute with ethyl acetate, and extr... Reactants: O=C1Nc2ccccc2SC(c2ccccc2)C1CO, O=S(Cl)Cl, c1ccncc1, c1ccccc1. Product: O=C1Nc2ccccc2SC(c2ccccc2)C1CCl. Reaction SMILES: [OH:1][CH2:2][CH:3]1[CH:4]([c:15]2[cH:16][cH:17][cH:18][cH:19][cH:20]2)[S:5][c:6]2[c:7]([cH:11][cH:12][cH:13][cH:14]2)[NH:8][C:9]1=[O:10].[S:27]([Cl:28])([Cl:29])=[O:30].[cH:21]1[cH:22][cH:23][n:24][cH:25][cH:26]1.[cH:31]1[cH:32][cH:33][cH:34][cH:35][cH:36]1>>[CH2:2]([CH:3]1[CH:4]([c:15]2[cH:16][cH:17][cH:18][cH:19][cH:20]2)[S:5][c:6]2[c:7]([cH:11][cH:12][cH:13][cH:14]2)[NH:8][C:9]1=[O:10])[Cl:29]. The reactants are C(C)(C)(C)OC(C1=C(C(=CC=C1)CC(B1OC2(C3C(C(CC2O1)C3)(C)C)C)NC(=O)C=3C=C1C=CNC1=CC3)OC)=O (3-[2-[(1H-Indole-5-carbonyl)-amino]-2-(2,9,9-trimethyl-3,5-dioxa-4-bora-tricyclo[6.1.1.02,6]dec-4-yl)-ethyl]-2-methoxy-benzoic acid tert-butyl ester), B(Cl)(Cl)Cl (BCl3). Product: OB1OC2=C(C=CC=C2CC1NC(=O)C=1C=C2C=CNC2=CC1)C(=O)O (2-Hydroxy-3-[(1H-indole-5-carbonyl)-amino]-3,4-dihydro-2H-1-oxa-2-bora-naphthalene-8-carboxylic acid). RXN SMILES: C([O:5][C:6](=[O:42])[C:7]1[CH:12]=[CH:11][CH:10]=[C:9]([CH2:13][CH:14]([NH:28][C:29]([C:31]2[CH:32]=[C:33]3[C:37](=[CH:38][CH:39]=2)[NH:36][CH:35]=[CH:34]3)=[O:30])[B:15]2[O:23]C3C(C)(C4CC(C3)C4(C)C)[O:16]2)[C:8]=1OC)(C)(C)C.B(Cl)(Cl)Cl>>[OH:23][B:15]1[CH:14]([NH:28][C:29]([C:31]2[CH:32]=[C:33]3[C:37](=[CH:38][CH:39]=2)[NH:36][CH:35]=[CH:34]3)=[O:30])[CH2:13][C:9]2[C:8](=[C:7]([C:6]([OH:5])=[O:42])[CH:12]=[CH:11][CH:10]=2)[O:16]1. Reported procedure: Prepared from 3-[2-[(1H-Indole-5-carbonyl)-amino]-2-(2,9,9-trimethyl-3,5-dioxa-4-bora-tricyclo[6.1.1.02,6]dec-4-yl)-ethyl]-2-methoxy-benzoic acid tert-butyl ester and BCl3 following the procedure described in Step 2 of Example 3. The crude product was purified by reverse phase preparative HPLC and dried using lyophilization. ESI-MS m/z 351.0 (MH)+. Reported procedure: In a similar manner to that described in Example 6-(i), the reaction of 4-bromopyridine (0.92 ml) with (6-methoxynaphthalen-2-yl)-(1-trityl-1H-imidazol-4-yl)ketone (1.0 g) was carried out to give the titled compound (0.88 g) as a colorless solid. Yields the product N1C=NC(=C1)C(O)(C1=CC=NC=C1)C1=CC2=CC=C(C=C2C=C1)OC ((1H-Imidazol-4-yl)-(6-methoxynaphthalen-2-yl)-(pyridin-4-yl)methanol). As a reaction SMILES: Br[C:2]1[CH:7]=[CH:6][N:5]=[CH:4][CH:3]=1.[CH3:8][O:9][C:10]1[CH:11]=[C:12]2[C:17](=[CH:18][CH:19]=1)[CH:16]=[C:15]([C:20]([C:22]1[N:23]=[CH:24][N:25](C(C3C=CC=CC=3)(C3C=CC=CC=3)C3C=CC=CC=3)[CH:26]=1)=[O:21])[CH:14]=[CH:13]2>>[NH:25]1[CH:26]=[C:22]([C:20]([C:15]2[CH:14]=[CH:13][C:12]3[C:17](=[CH:18][CH:19]=[C:10]([O:9][CH3:8])[CH:11]=3)[CH:16]=2)([C:2]2[CH:7]=[CH:6][N:5]=[CH:4][CH:3]=2)[OH:21])[N:23]=[CH:24]1. Starting materials: BrC1=CC=NC=C1 (4-bromopyridine), COC=1C=C2C=CC(=CC2=CC1)C(=O)C=1N=CN(C1)C(C1=CC=CC=C1)(C1=CC=CC=C1)C1=CC=CC=C1 ((6-methoxynaphthalen-2-yl)-(1-trityl-1H-imidazol-4-yl)ketone).